From a dataset of the Open Reaction Database (ORD), a public repository of structured organic reaction records. describe an organic reaction: reactants, conditions, products, and yield Starting materials: Oc1ccc(Cl)cc1, O=c1c(Cl)nsnc1Cl, [Na+], [OH-], O. The product is O=c1c(Cl)nsnc1Oc1ccc(Cl)cc1. RXN SMILES: [Cl:10][c:11]1[cH:12][cH:13][c:14]([OH:17])[cH:15][cH:16]1.[Cl:1][c:2]1[n:3][s:4][n:5][c:6]([Cl:9])[c:7]1=[O:8].[Na+:19].[OH-:18].[OH2:20]>>[c:2]1([O:17][c:14]2[cH:13][cH:12][c:11]([Cl:10])[cH:16][cH:15]2)[n:3][s:4][n:5][c:6]([Cl:9])[c:7]1=[O:8]. The reactants are [N+](=O)([O-])C=1C=C(C=CC1[N+](=O)[O-])NC(C1=CC=C(C=C1)N(C)C)=O (N-(3,4-dinitrophenyl)-4-dimethylaminobenzamide), OCCOC1=CC=C(C=O)C=C1 (4-(2-hydroxyethyloxy)benzaldehyde). The product is CN(C1=CC=C(C(=O)NC2=CC3=C(NC(=N3)C3=CC=C(C=C3)OCCO)C=C2)C=C1)C (4-(dimethylamino)-N-(2-(4-(2-hydroxyethoxy)phenyl)-1H-benzo[d]imidazol-5-yl)benzamide). Reaction SMILES: [N+:1]([C:4]1[CH:5]=[C:6]([NH:13][C:14](=[O:24])[C:15]2[CH:20]=[CH:19][C:18]([N:21]([CH3:23])[CH3:22])=[CH:17][CH:16]=2)[CH:7]=[CH:8][C:9]=1[N+:10]([O-])=O)([O-])=O.[OH:25][CH2:26][CH2:27][O:28][C:29]1[CH:36]=[CH:35][C:32]([CH:33]=O)=[CH:31][CH:30]=1>>[CH3:22][N:21]([CH3:23])[C:18]1[CH:19]=[CH:20][C:15]([C:14]([NH:13][C:6]2[CH:7]=[CH:8][C:9]3[NH:10][C:33]([C:32]4[CH:31]=[CH:30][C:29]([O:28][CH2:27][CH2:26][OH:25])=[CH:36][CH:35]=4)=[N:1][C:4]=3[CH:5]=2)=[O:24])=[CH:16][CH:17]=1. Reported procedure: Compound 218 was prepared according to the procedure similar to that described in Scheme III from N-(3,4-dinitrophenyl)-4-dimethylaminobenzamide and 4-(2-hydroxyethyloxy)benzaldehyde. [M+H]+ calcd for C24H24N4O3: 417.19; found: 417.00. Starting materials: C(C=C)OC1=C(C=O)C=CC(=C1)OCC1=CC=CC=C1 (2-allyloxy-4-(benzyloxy)benzaldehyde), ClC=1C=C(C(=O)OO)C=CC1 (m-chloroperoxybenzoic acid). Solvent: C(Cl)Cl (methylene chloride), C(Cl)Cl (methylene chloride), C(Cl)Cl (methylene chloride). Run at time 3 day. Yields the product C(C=C)OC1=C(C=CC(=C1)OCC1=CC=CC=C1)O (2-Allyloxy-4-(benzyloxy)phenol). Yield: 64.4%. As a reaction SMILES: [CH2:1]([O:4][C:5]1[CH:12]=[C:11]([O:13][CH2:14][C:15]2[CH:20]=[CH:19][CH:18]=[CH:17][CH:16]=2)[CH:10]=[CH:9][C:6]=1C=O)[CH:2]=[CH2:3].ClC1C=C(C=CC=1)C(OO)=[O:26]>C(Cl)Cl>[CH2:1]([O:4][C:5]1[CH:12]=[C:11]([O:13][CH2:14][C:15]2[CH:20]=[CH:19][CH:18]=[CH:17][CH:16]=2)[CH:10]=[CH:9][C:6]=1[OH:26])[CH:2]=[CH2:3]. Procedure details: To a solution of 53.6 g (0.20 mole) of 2-allyloxy-4-(benzyloxy)benzaldehyde in 500 mL of methylene chloride was added a solution of 90 g (˜0.3 mole) of 57-86% m-chloroperoxybenzoic acid in 500 mL of methylene chloride. The mixture was stirred at room temperature for 3 days. It was then diluted to 2 L with methylene chloride and washed four times with 500 mL portions of saturated aqueous sodium bicarbonate, dried over magnesium sulfate, filtered and concentrated in vacuum to a brown oil. This was... Starting materials: [Si](C)(C)(C(C)(C)C)OC(C)[C@@H]1CC[C@H](CC1)CCS(=O)(=O)[O-] (trans-4-(1-t-butyldimethylsilyloxyethyl)cyclohexylmethylmethanesulfonate), [N-]=[N+]=[N-].[Na+] (sodium azide), C(C)(=O)OCC (ethyl acetate). Solvent: CN(C=O)C (dimethylformamide). Conditions: temperature 110 celsius, time 45 minute. Yields the product N(=[N+]=[N-])C[C@@H]1CC[C@H](CC1)C(C)O[Si](C)(C)C(C)(C)C (Trans-4-azidomethyl-1-(1-t-butyldimethylsilyloxyethyl)cyclohexane). Isolated yield 99.9%. As a reaction SMILES: [Si:1]([O:8][CH:9]([C@H:11]1[CH2:16][CH2:15][C@H:14]([CH2:17]CS([O-])(=O)=O)[CH2:13][CH2:12]1)[CH3:10])([C:4]([CH3:7])([CH3:6])[CH3:5])([CH3:3])[CH3:2].[N-:23]=[N+:24]=[N-:25].[Na+].C(OCC)(=O)C>CN(C)C=O>[N:23]([CH2:17][C@H:14]1[CH2:15][CH2:16][C@H:11]([CH:9]([O:8][Si:1]([C:4]([CH3:7])([CH3:6])[CH3:5])([CH3:3])[CH3:2])[CH3:10])[CH2:12][CH2:13]1)=[N+:24]=[N-:25] |f:1.2|. Reported procedure: In 50 ml of dry dimethylformamide was suspended 2.0 g of trans-4-(1-t-butyldimethylsilyloxyethyl)cyclohexylmethylmethanesulfonate and 1.85 g of sodium azide, and the resulting mixture was stirred at 110° C. for 45 minutes. To the reaction mixture were added 200 ml of ethyl acetate, and the mixture was washed three times with an aqueous sodium chloride solution and dried over anhydrous magnesium sulfate, and the solvent was distilled off under reduced pressure to obtain 1.7 g of the desired compo... The reactants are ice, BrCC(=O)OCC (Ethyl bromoacetate), NC1=C(C=C(C=C1)[N+](=O)[O-])O (2-amino-5-nitrophenol), C([O-])([O-])=O.[K+].[K+] (potassium carbonate), CN(C=O)C (N,N-dimethylformamide). Run at time 6 hour. The product is C(C)OC(=O)CN1C(COC2=C1C=CC(=C2)[N+](=O)[O-])=O (4-ethoxycarbonylmethyl-7-nitro-2H-1,4-benzoxazin-3(4H)-one). Reaction SMILES: Br[CH2:2][C:3]([O:5][CH2:6][CH3:7])=[O:4].[NH2:8][C:9]1[CH:14]=[CH:13][C:12]([N+:15]([O-:17])=[O:16])=[CH:11][C:10]=1[OH:18].[C:19](=[O:22])([O-])[O-].[K+].[K+].[CH3:25]N(C)C=O>>[CH2:6]([O:5][C:3]([CH2:2][N:8]1[C:9]2[CH:14]=[CH:13][C:12]([N+:15]([O-:17])=[O:16])=[CH:11][C:10]=2[O:18][CH2:25][C:19]1=[O:22])=[O:4])[CH3:7] |f:2.3.4|. Reported procedure: Ethyl bromoacetate (92 g) was added dropwise at a temperature of 50° C. to 60° C. to a mixture of 2-amino-5-nitrophenol (38.5 g), potassium carbonate (106.4 g) and N,N-dimethylformamide (100 ml). After the mixture was stirred at a temperature of 100° C. to 110° C. for 6 hours, it was cooled and poured into ice-cold water (500 g). The liquor was extracted twice with toluene (300 ml), both portions of the extraction liquor were combined and washed with water, an aqueous solution of 5% potassium hy... Starting materials: CSc1ccc(C(=O)CBr)cc1, O=C(OO)c1cccc(Cl)c1, O=C(O)c1cccc(Cl)c1, ClC(Cl)Cl. The product is CS(=O)c1ccc(C(=O)CBr)cc1. RXN SMILES: [Br:1][CH2:2][C:3](=[O:4])[c:5]1[cH:6][cH:7][c:8]([S:11][CH3:12])[cH:9][cH:10]1.[Cl:13][c:14]1[cH:15][cH:16][cH:17][c:18]([C:19]([O:20][OH:22])=[O:21])[cH:23]1.[Cl:24][c:25]1[cH:26][c:27]([C:31]([OH:32])=[O:33])[cH:28][cH:29][cH:30]1.[Cl:34][CH:35]([Cl:36])[Cl:37]>>[Br:1][CH2:2][C:3](=[O:4])[c:5]1[cH:6][cH:7][c:8]([S:11]([CH3:12])=[O:21])[cH:9][cH:10]1.